From a dataset of the Open Reaction Database (ORD), a public repository of structured organic reaction records. describe an organic reaction: reactants, conditions, products, and yield Reaction conditions: time 2 hour. Procedure: A mixture was prepared by mixing 0.52 g of magnesium, 7.5 g of 3,4-dimethoxy-2,5-bismethoxymethoxy-6-methylbromobenzen and 0.2 ml of ethyl bromide into 30 ml of tetrahydrofurananhydride. The mixture was refluxed by heating until magnesium in the mixture disappears. The reaction mixture was cooled, 4.4 g 2,6-di-tert-butyl-p-benzoquinone was added thereinto, stirred for 2 hours, 1.5 g of lithium aluminium hydroxide was added thereinto, and stirred overnight at room temperature. An excess of hydrid... As a reaction SMILES: [Mg].[CH3:2][O:3][C:4]1[C:5]([O:18]COC)=[C:6](Br)[C:7]([CH3:16])=[C:8]([O:12]COC)[C:9]=1[O:10][CH3:11].C(Br)C.[C:25]([C:29]1[C:30](=[O:40])[C:31]([C:36]([CH3:39])([CH3:38])[CH3:37])=[CH:32][C:33](=O)[CH:34]=1)([CH3:28])([CH3:27])[CH3:26].[OH-].[Al+3].[Li+].[OH-].[OH-].[OH-].Cl>C(OC(=O)C)C>[C:36]([C:31]1[CH:32]=[C:33]([C:6]2[C:5](=[O:18])[C:4]([O:3][CH3:2])=[C:9]([O:10][CH3:11])[C:8](=[O:12])[C:7]=2[CH3:16])[CH:34]=[C:29]([C:25]([CH3:28])([CH3:27])[CH3:26])[C:30]=1[OH:40])([CH3:39])([CH3:38])[CH3:37] |f:4.5.6.7.8.9|. Reactants: [Mg] (magnesium), COC=1C(=C(C(=C(C1OC)OCOC)C)Br)OCOC (3,4-dimethoxy-2,5-bismethoxymethoxy-6-methylbromobenzen), C(C)Br (ethyl bromide), Cl (hydrochloric acid), [Mg] (magnesium), hydrides, C(C)(C)(C)C=1C(C(=CC(C1)=O)C(C)(C)C)=O (2,6-di-tert-butyl-p-benzoquinone), [OH-].[Al+3].[Li+].[OH-].[OH-].[OH-] (lithium aluminium hydroxide). The product is C(C)(C)(C)C=1C=C(C=C(C1O)C(C)(C)C)C=1C(C(=C(C(C1C)=O)OC)OC)=O (3,5-di-tert-butyl-4-hydroxyphenyl-5,6-dimethoxy-3-methyl-p-benzoquinone). Solvent: C(C)OC(C)=O (ethylacetate).